This data is from the Open Reaction Database (ORD), a public repository of structured organic reaction records. The task is: describe an organic reaction: reactants, conditions, products, and yield Starting materials: COC=1C=C2CCN3C(C2=CC1OC)=C(C(=C3C)C3=CC(=CC=C3)[N+](=O)[O-])C(=O)OCC (ethyl 8,9-dimethoxy-3-methyl-2-(3-nitrophenyl)-5,6-dihydropyrrolo[2,1-a]isoquinoline-1-carboxylate). Reagents/catalysts: [Pd] (palladium on charcoal). Solvent: CO (methanol). Yields the product NC=1C=C(C=CC1)C=1C(=C2N(CCC3=CC(=C(C=C23)OC)OC)C1C)C(=O)OCC (Ethyl 2-(3-aminophenyl)-8,9-dimethoxy-3-methyl-5,6-dihydropyrrolo[2,1-a]-isoquinoline-1-carboxylate). Reaction SMILES: [CH3:1][O:2][C:3]1[CH:4]=[C:5]2[C:10](=[CH:11][C:12]=1[O:13][CH3:14])[C:9]1=[C:15]([C:28]([O:30][CH2:31][CH3:32])=[O:29])[C:16]([C:19]3[CH:24]=[CH:23][CH:22]=[C:21]([N+:25]([O-])=O)[CH:20]=3)=[C:17]([CH3:18])[N:8]1[CH2:7][CH2:6]2>CO.[Pd]>[NH2:25][C:21]1[CH:20]=[C:19]([C:16]2[C:15]([C:28]([O:30][CH2:31][CH3:32])=[O:29])=[C:9]3[C:10]4[C:5](=[CH:4][C:3]([O:2][CH3:1])=[C:12]([O:13][CH3:14])[CH:11]=4)[CH2:6][CH2:7][N:8]3[C:17]=2[CH3:18])[CH:24]=[CH:23][CH:22]=1. Procedure details: 4.5 g (10.31 mmol) of ethyl 8,9-dimethoxy-3-methyl-2-(3-nitrophenyl)-5,6-dihydropyrrolo[2,1-a]isoquinoline-1-carboxylate (Example 2) were dissolved in 500 mL of warm methanol, 2.03 g of 10% strength palladium on charcoal were added, and the compound was hydrogenated at atmospheric pressure. The reaction mixture was filtered through a filter aid, the filtrate was evaporated under reduced pressure to a volume of approx. 150 mL, and the resulting precipitate was filtered off to give the title compo... The reactants are CNC(=O)OC1C[C@H](NC1)C(=O)O (4-[[(methylamino)carbonyl]oxy]-L-proline), [H][H] (hydrogen). The reagents and catalysts are [C].[Pd] (palladium-carbon). Run in CO.O (methanol water). The product is CNC(=O)O[C@@H]1C[C@H](NC1)C(=O)O (trans-4-[[(methylamino)carbonyl]oxy]-L-proline). Reaction SMILES: [CH3:1][NH:2][C:3]([O:5][CH:6]1[CH2:10][NH:9][C@H:8]([C:11]([OH:13])=[O:12])[CH2:7]1)=[O:4].[H][H]>[C].[Pd].CO.O>[CH3:1][NH:2][C:3]([O:5][C@H:6]1[CH2:10][NH:9][C@H:8]([C:11]([OH:13])=[O:12])[CH2:7]1)=[O:4] |f:2.3,4.5|. Procedure: A solution of 2.7 g. (0.0084 mole) of trans-N-carbobenzyloxy]-4-[[(methylamino)carbonyl]oxy]-L-proline in 100 ml. of methanol-water (2:1) is treated with 1 g. of 5% palladium-carbon and 45 lb. of hydrogen and shaken on a Parr hydrogenator for 6 hours. The catalyst is filtered off under nitrogen, washed with methanol and the combined filtrates are evaporated, finally at 0.1-0.2 mm, to give 1.5 g. (96%) of a residue which gradually crystallizes to give trans-4-[[(methylamino)carbonyl]oxy]-L-prolin... The reactants are CC(C)([O-])C.[K+] (potassium tert-butoxide), O1C(CCCC1)OCCOC=1C(=NC=CC1)C=O (3-[2-(Tetrahydro-2H-pyran-2-yloxy)ethoxy]pyridine-2-carbaldehyde), [Br-].CN(CC[P+](C1=CC=CC=C1)(C1=CC=CC=C1)C1=CC=CC=C1)C ([2-(dimethylamino)ethyl](triphenyl)phosphonium bromide). Solvent: CC(C)(C)O (t-BuOH), C1CCOC1 (THF), C1CCOC1 (THF). Conditions: time 1 hour. The product is CN(C\C=C/C1=NC=CC=C1OCCOC1OCCCC1)C (N,N-dimethyl-N-((2Z)-3-{3-[2-(tetrahydro-2H-pyran-2-yloxy)ethoxy]pyridin-2-yl}prop-2-enyl)amine). Isolated yield 10.4%. RXN SMILES: [Br-].[CH3:2][N:3]([CH3:25])[CH2:4][CH2:5][P+](C1C=CC=CC=1)(C1C=CC=CC=1)C1C=CC=CC=1.CC(C)([O-])C.[K+].[O:32]1[CH2:37][CH2:36][CH2:35][CH2:34][CH:33]1[O:38][CH2:39][CH2:40][O:41][C:42]1[C:43]([CH:48]=O)=[N:44][CH:45]=[CH:46][CH:47]=1>C1COCC1.CC(O)(C)C>[CH3:2][N:3]([CH3:25])[CH2:4]/[CH:5]=[CH:48]\[C:43]1[C:42]([O:41][CH2:40][CH2:39][O:38][CH:33]2[CH2:34][CH2:35][CH2:36][CH2:37][O:32]2)=[CH:47][CH:46]=[CH:45][N:44]=1 |f:0.1,2.3|. Procedure: To a suspension of [2-(dimethylamino)ethyl](triphenyl)phosphonium bromide (32.1 g, 77.4 mmol) in dry THF (150 mL) was added a solution of potassium tert-butoxide (9.4 g, 83.7 mmol) in dry t-BuOH (100 mL). The suspension was sonicated for 15 minutes whereafter a solution of 3-[2-(tetrahydro-2H-pyran-2-yloxy)ethoxy]pyridine-2-carbaldehyde (from Step 1; 18.3 g, 72.8 mmol) in THF (30 mL) was added to the yellow suspension and stirred at room temperature for one hour and then for a further hour at 60... The reactants are NC1=CC=CC2=CC=CC(=C12)N (1,8-diaminonaphthalene), C(C(O)C)(=O)O (lactic acid). Solvent: Cl (hydrochloric acid). Run at time 2 hour. Yields the product CC(O)C=1NC=2C=CC=C3C=CC=C(N1)C23 (α-methyl-2-perimidinemethanol). Reaction SMILES: [NH2:1][C:2]1[C:11]2[C:6](=[CH:7][CH:8]=[CH:9][C:10]=2[NH2:12])[CH:5]=[CH:4][CH:3]=1.[C:13](O)(=O)[CH:14]([CH3:16])[OH:15]>Cl>[CH3:13][CH:14]([C:16]1[NH:1][C:2]2[CH:3]=[CH:4][CH:5]=[C:6]3[C:11]=2[C:10]([N:12]=1)=[CH:9][CH:8]=[CH:7]3)[OH:15]. Reported procedure: A mixture of 32 g (0.2 mole) of 1,8-diaminonaphthalene and 32 g (0.3 mole) of 85% lactic acid in 400 ml of 4N hydrochloric acid is refluxed for 18 hr. The separated solid is filtered and converted to the free base by treatment with dilute ammonia for 2 hr. The new solid is filtered and recrystallized twice from 95% ethanol to give the product, α-methyl-2-perimidinemethanol, as yellow crystals, m.p. 205°-206° dec. Reactants: CCCCN, CCOCC, [Na+], O=C1CCC(=O)O1, [OH-], O. Product: CCCCNC(=O)CCC(=O)O. Reaction SMILES: [CH2:1]([CH2:2][CH2:3][CH3:4])[NH2:5].[CH3:15][CH2:16][O:17][CH2:18][CH3:19].[Na+:14].[O:6]=[C:7]1[CH2:8][CH2:9][C:10](=[O:11])[O:12]1.[OH-:13].[OH2:20]>>[CH2:1]([CH2:2][CH2:3][CH3:4])[NH:5][C:7](=[O:6])[CH2:8][CH2:9][C:10](=[O:11])[OH:12]. The reactants are CC(C)CN, c1ccc(CC2CO2)cc1, O. Product: CC(C)CNCC(O)Cc1ccccc1. As a reaction SMILES: [CH2:11]([CH:12]([CH3:13])[CH3:14])[NH2:15].[O:1]1[CH:2]([CH2:3][c:4]2[cH:5][cH:6][cH:7][cH:8][cH:9]2)[CH2:10]1.[OH2:16]>>[OH:1][CH:2]([CH2:3][c:4]1[cH:5][cH:6][cH:7][cH:8][cH:9]1)[CH2:10][NH:15][CH2:11][CH:12]([CH3:13])[CH3:14].